Task: describe an organic reaction: reactants, conditions, products, and yield. Dataset: the Open Reaction Database (ORD), a public repository of structured organic reaction records The yield is 57.2%. Yields the product FC(C=1C=C(N(CC2CO2)CC2CO2)C=C(C1)C(F)(F)F)(F)F (3,5-bis(trifluoromethyl)-N,N-bis(2,3-epoxypropyl)aniline). RXN SMILES: [F:1][C:2]([F:15])([F:14])[C:3]1[CH:4]=[C:5]([CH:7]=[C:8]([C:10]([F:13])([F:12])[F:11])[CH:9]=1)[NH2:6].[CH2:16]([CH:18]1[O:20][CH2:19]1)Cl>C(O)(=O)C>[F:1][C:2]([F:14])([F:15])[C:3]1[CH:4]=[C:5]([CH:7]=[C:8]([C:10]([F:11])([F:12])[F:13])[CH:9]=1)[N:6]([CH2:16][CH:18]1[O:20][CH2:19]1)[CH2:16][CH:18]1[O:20][CH2:19]1. Solvent: C(C)(=O)O (acetic acid). The reactants are FC(C=1C=C(N)C=C(C1)C(F)(F)F)(F)F (3,5-bis(trifluoromethyl)aniline), C(Cl)C1CO1 (epichlorohydrin). Conditions: time 15 minute. Procedure: A solution of 3,5-bis(trifluoromethyl)aniline (22.9 g) and epichlorohydrin (37 g) in glacial acetic acid (10.6 g) were heated at about 100° C. for about 11 hours. Excess epichlorohydrin was distilled off under reduced pressure. Benzene (100 cm3), a solution of sodium hydroxide (8 g) in water (30 cm3) and benzyltriethylammonium chloride (0.3 g) was added to the residue and the mixture stirred at about room temperature for about 15 minutes, followed by 15 minutes at about 60° C. The aqueous layer ... Starting materials: C1(CCCC1)N1CCN(CC1)C(=O)C=1C=C2C=C(NC2=CC1)C(=O)N1CCC(CC1)(F)F ([5-(4-Cyclopentyl-piperazine-1-carbonyl)-1H-indol-2-yl]-(4,4-difluoro-piperidin-1-yl)-methanone), ClC=1C=C(C=CC1)B(O)O (3-chlorphenylboronic acid), N1=CC=CC=C1 (pyridine). Reagents/catalysts: C(C)(=O)[O-].[Cu+2].C(C)(=O)[O-] (copper(II) acetate). The solvent is ClCCl (dichloromethane). The product is ClC=1C=C(C=CC1)N1C(=CC2=CC(=CC=C12)C(=O)N1CCN(CC1)C1CCCC1)C(=O)N1CCC(CC1)(F)F ([1-(3-Chloro-phenyl)-5-(4-cyclopentyl-piperazine-1-carbonyl)-1H-indol-2-yl]-(4,4-difluoro-piperidin-1-yl)-methanone). The yield is 76.0%. RXN SMILES: [CH:1]1([N:6]2[CH2:11][CH2:10][N:9]([C:12]([C:14]3[CH:15]=[C:16]4[C:20](=[CH:21][CH:22]=3)[NH:19][C:18]([C:23]([N:25]3[CH2:30][CH2:29][C:28]([F:32])([F:31])[CH2:27][CH2:26]3)=[O:24])=[CH:17]4)=[O:13])[CH2:8][CH2:7]2)[CH2:5][CH2:4][CH2:3][CH2:2]1.[Cl:33][C:34]1[CH:35]=[C:36](B(O)O)[CH:37]=[CH:38][CH:39]=1.N1C=CC=CC=1>ClCCl.C([O-])(=O)C.[Cu+2].C([O-])(=O)C>[Cl:33][C:34]1[CH:39]=[C:38]([N:19]2[C:20]3[C:16](=[CH:15][C:14]([C:12]([N:9]4[CH2:8][CH2:7][N:6]([CH:1]5[CH2:5][CH2:4][CH2:3][CH2:2]5)[CH2:11][CH2:10]4)=[O:13])=[CH:22][CH:21]=3)[CH:17]=[C:18]2[C:23]([N:25]2[CH2:26][CH2:27][C:28]([F:31])([F:32])[CH2:29][CH2:30]2)=[O:24])[CH:37]=[CH:36][CH:35]=1 |f:4.5.6|. Reported procedure: The title compound was synthesized in analogy to example 66, from [5-(4-cyclopentyl-piperazine-1-carbonyl)-1H-indol-2-yl]-(4,4-difluoro-piperidin-1-yl)-methanone (example 8), 3-chlorphenylboronic acid, copper(II) acetate and pyridine in dichloromethane, to give the desired product as a white solid (76%). Reactants: FC(C(=O)O)(F)F.N1C(=NC2=C1C=CC=C2)C=2C=C(C=CC2)S(=O)(=O)C=2C=C(SC2SC)C(=N)N (4-[3-(1H-Benzoimidazol-2-yl)-benzenesulfonyl]-5-methylsulfanyl-thiophene-2-carboxamidine trifluoroacetate), C(=O)([O-])[O-].[K+].[K+] (K2CO3), ICC (iodoethane). The solvent is CC(=O)C (acetone). Reaction conditions: temperature 60 celsius, time 30 minute. Product: FC(C(=O)O)(F)F.C(C)N1C(=NC2=C1C=CC=C2)C=2C=C(C=CC2)S(=O)(=O)C=2C=C(SC2SC)C(=N)N (4-[3-(1-Ethyl-1H-benzoimidazol-2-yl)-benzenesulfonyl]-5-methylsulfanyl-thiophene-2-carboxamidine trifluoroacetate). The yield is 91.1%. RXN SMILES: [F:1][C:2]([F:7])([F:6])[C:3]([OH:5])=[O:4].[NH:8]1[C:12]2[CH:13]=[CH:14][CH:15]=[CH:16][C:11]=2[N:10]=[C:9]1[C:17]1[CH:18]=[C:19]([S:23]([C:26]2[CH:27]=[C:28]([C:33]([NH2:35])=[NH:34])[S:29][C:30]=2[S:31][CH3:32])(=[O:25])=[O:24])[CH:20]=[CH:21][CH:22]=1.C([O-])([O-])=O.[K+].[K+].I[CH2:43][CH3:44]>CC(C)=O>[F:1][C:2]([F:7])([F:6])[C:3]([OH:5])=[O:4].[CH2:43]([N:8]1[C:12]2[CH:13]=[CH:14][CH:15]=[CH:16][C:11]=2[N:10]=[C:9]1[C:17]1[CH:18]=[C:19]([S:23]([C:26]2[CH:27]=[C:28]([C:33]([NH2:35])=[NH:34])[S:29][C:30]=2[S:31][CH3:32])(=[O:25])=[O:24])[CH:20]=[CH:21][CH:22]=1)[CH3:44] |f:0.1,2.3.4,7.8|. Reported procedure: A mixture containing ({4-[3-(1H-benzoimidazol-2-yl)-benzenesulfonyl]-5-methylsulfanyl-thiophen-2-yl}-imino-methyl)-carbamic acid tert-butyl ester (prepared in Example 144) (25 mg, 0.05 mmol), K2CO3 (13 mg, 0.10 mmol), and iodoethane (12 mg, 0.08 mmol) in 0.5 mL acetone was heated to 60° C. for 2 hrs. The mixture was filtered then concentrated, and the residue dissolved in 0.5 ml of 50% TFA/DCM and stirred at 25° C. for 30 mins. The solvent was evaporated and the crude product purified by RP-HPLC... Reactants: C(C1=CC=CC=C1)OCCNC(C1=CC=C(C=C1)[Sn](CCCC)(CCCC)CCCC)=O (N-(2-Benzyloxyethyl)-4-tributylstannylbenzamide), BrC=1N=C(C2=CC=CC=C2C1)N1CCN(CC1)CC (3-bromo-1-(4-ethylpiperazin-1-yl)isoquinoline). The reagents and catalysts are C=1C=CC(=CC1)[P](C=2C=CC=CC2)(C=3C=CC=CC3)[Pd]([P](C=4C=CC=CC4)(C=5C=CC=CC5)C=6C=CC=CC6)([P](C=7C=CC=CC7)(C=8C=CC=CC8)C=9C=CC=CC9)[P](C=1C=CC=CC1)(C=1C=CC=CC1)C=1C=CC=CC1 (tetrakistriphenylphosphinepalladium(0)). Run in C=1(C(=CC=CC1)C)C (xylene). The product is C(C)N1CCN(CC1)C1=NC(=CC2=CC=CC=C12)C1=CC=C(C=C1)C(NCCOCC1=CC=CC=C1)=O (1-(4-ethylpiperazin-1-yl)-3-{4-[N-(2-benzyloxyethyl)carbamoyl]phenyl}isoquinoline). Yield: 22.5%. RXN SMILES: [CH2:1]([O:8][CH2:9][CH2:10][NH:11][C:12](=[O:32])[C:13]1[CH:18]=[CH:17][C:16]([Sn](CCCC)(CCCC)CCCC)=[CH:15][CH:14]=1)[C:2]1[CH:7]=[CH:6][CH:5]=[CH:4][CH:3]=1.Br[C:34]1[N:35]=[C:36]([N:44]2[CH2:49][CH2:48][N:47]([CH2:50][CH3:51])[CH2:46][CH2:45]2)[C:37]2[C:42]([CH:43]=1)=[CH:41][CH:40]=[CH:39][CH:38]=2>C1(C)C(C)=CC=CC=1.C1C=CC([P]([Pd]([P](C2C=CC=CC=2)(C2C=CC=CC=2)C2C=CC=CC=2)([P](C2C=CC=CC=2)(C2C=CC=CC=2)C2C=CC=CC=2)[P](C2C=CC=CC=2)(C2C=CC=CC=2)C2C=CC=CC=2)(C2C=CC=CC=2)C2C=CC=CC=2)=CC=1>[CH2:50]([N:47]1[CH2:46][CH2:45][N:44]([C:36]2[C:37]3[C:42](=[CH:41][CH:40]=[CH:39][CH:38]=3)[CH:43]=[C:34]([C:16]3[CH:15]=[CH:14][C:13]([C:12](=[O:32])[NH:11][CH2:10][CH2:9][O:8][CH2:1][C:2]4[CH:3]=[CH:4][CH:5]=[CH:6][CH:7]=4)=[CH:18][CH:17]=3)[N:35]=2)[CH2:49][CH2:48]1)[CH3:51] |^1:63,65,84,103|. Procedure details: N-(2-Benzyloxyethyl)-4-tributylstannylbenzamide (1.23 g) and 3-bromo-1-(4-ethylpiperazin-1-yl)isoquinoline (0.49 g) were heated under reflux in the presence of tetrakistriphenylphosphinepalladium(0) (0.13 g) in xylene in nitrogen atmosphere for 3 hr. After cooling, the reaction solution was filtered and concentrated. The resulting residue was purified by silica gel column chromatography (chloroform/methanol system). The resulting product was dissolved in ethyl acetate and extracted with 2N hydro... Procedure: 96 g (0.5 mole) of 2-methylthio-4(3H)-quinazolinone are stirred in 250 ml of dimethylformamide with 142 g (1 mole) of 4-(β-methoxy-ethoxy)pyrazole at the reflux temperature for 40 hours. After cooling, 2.5 litres of water are added and a pH value of 3 is established with hydrochloric acid. The crude product which separates out (97.3 g of melting point 119°-24°) is recrystallized from isopropanol. 83.8 g of 2-(4-β-methoxyethoxy-1H-pyrazol-1-yl)-4(3H)-quinazolinone of melting point 125° to 127° C.... The reactants are Cl (hydrochloric acid), crude product, CSC1=NC2=CC=CC=C2C(N1)=O (2-methylthio-4(3H)-quinazolinone), COCCOC=1C=NNC1 (4-(β-methoxy-ethoxy)pyrazole), O (water). Reaction SMILES: CS[C:3]1[NH:12][C:11](=[O:13])[C:10]2[C:5](=[CH:6][CH:7]=[CH:8][CH:9]=2)[N:4]=1.[CH3:14][O:15][CH2:16][CH2:17][O:18][C:19]1[CH:20]=[N:21][NH:22][CH:23]=1.O.Cl>CN(C)C=O>[CH3:14][O:15][CH2:16][CH2:17][O:18][C:19]1[CH:20]=[N:21][N:22]([C:3]2[NH:12][C:11](=[O:13])[C:10]3[C:5](=[CH:6][CH:7]=[CH:8][CH:9]=3)[N:4]=2)[CH:23]=1. Isolated yield 58.5%. Product: COCCOC=1C=NN(C1)C1=NC2=CC=CC=C2C(N1)=O (2-(4-β-methoxyethoxy-1H-pyrazol-1-yl)-4(3H)-quinazolinone). The solvent is CN(C=O)C (dimethylformamide). The reactants are FC(C(=O)O)(F)F.FC(C(=O)O)(F)F.FC(C(=O)O)(F)F.ClC=1C=NC=2NC=3C=NC=C(CCC4=C(C=CC(NC1N2)=C4)NC(CC4CNCC4)=O)C3 (N-[6-chloro-2,4,8,18,22-pentaazatetracyclo[14.3.1.1(3,7).1(9,13)]docosa-1(20),3(22),4,6,9(21),10,12,16,18-nonaen-12-yl]-2-pyrrolidin-3-ylacetamide tris(trifluoroacetate)), C(C)(=O)Cl (acetyl chloride). The product is FC(C(=O)O)(F)F.FC(C(=O)O)(F)F.C(C)(=O)N1CC(CC1)CC(=O)NC=1C=CC=2NC3=C(C=NC(NC=4C=NC=C(CCC1C2)C4)=N3)Cl (2-(1-Acetylpyrrolidin-3-yl)-N-[6-chloro-2,4,8,18,22-pentaazatetracyclo[14.3.1.1(3,7).1(9,13)]docosa-1(20),3(22),4,6,9(21),10,12,16,18-nonaen-12-yl]acetamide bis(trifluoroacetate)). The yield is 39.0%. RXN SMILES: [F:1][C:2]([F:7])([F:6])[C:3]([OH:5])=[O:4].[F:8][C:9]([F:14])([F:13])[C:10]([OH:12])=[O:11].F[C:16](F)(F)[C:17](O)=[O:18].[Cl:22][C:23]1[CH:24]=[N:25][C:26]2[NH:27][C:28]3[CH:29]=[N:30][CH:31]=[C:32]([CH:53]=3)[CH2:33][CH2:34][C:35]3[CH:43]=[C:39]([NH:40][C:41]=1[N:42]=2)[CH:38]=[CH:37][C:36]=3[NH:44][C:45](=[O:52])[CH2:46][CH:47]1[CH2:51][CH2:50][NH:49][CH2:48]1.C(Cl)(=O)C>>[F:1][C:2]([F:7])([F:6])[C:3]([OH:5])=[O:4].[F:8][C:9]([F:14])([F:13])[C:10]([OH:12])=[O:11].[C:17]([N:49]1[CH2:50][CH2:51][CH:47]([CH2:46][C:45]([NH:44][C:36]2[CH:37]=[CH:38][C:39]3[NH:40][C:41]4[N:42]=[C:26]([NH:27][C:28]5[CH:29]=[N:30][CH:31]=[C:32]([CH:53]=5)[CH2:33][CH2:34][C:35]=2[CH:43]=3)[N:25]=[CH:24][C:23]=4[Cl:22])=[O:52])[CH2:48]1)(=[O:18])[CH3:16] |f:0.1.2.3,5.6.7|. Procedure details: The desired compound was prepared according to the procedure of Example A20, using N-[6-chloro-2,4,8,18,22-pentaazatetracyclo[14.3.1.1(3,7).1(9,13)]docosa-1(20),3(22),4,6,9(21),10,12,16,18-nonaen-12-yl]-2-pyrrolidin-3-ylacetamide tris(trifluoroacetate) and acetyl chloride as starting materials in 39% yield. 1H NMR (300 MHz, DMSO-d6): δ 10.08 (s, 1H), 9.40 (m, 2H), 9.07 (s, 1H), 8.32 (m, 2H), 8.21 (s, 1H), 7.67 (m, 1H), 7.30 (m, 1H), 7.07 (m, 1H), 3.50 (m, 4H), 3.17 (m, 1H), 2.99 (m, 4H), 2.08 (m... The reactants are [N+](=O)([O-])C1=CC=2C(C3=CC=CC=C3C(C2C=C1)=O)=O (2-nitroanthraquinone), [N+](=O)([O-])C1=C(C=2C(C3=CC=CC=C3C(C2C=C1)=O)=O)[N+](=O)[O-] (dinitroanthraquinone), [N+](=O)([O-])C1=CC=CC=2C(C3=CC=CC=C3C(C12)=O)=O (nitroanthraquinone), [N+](=O)([O-])C1=CC=CC=2C(C3=CC=CC=C3C(C12)=O)=O (1-nitroanthraquinone). Yields the product [N+](=O)([O-])C1=CC=CC=2C(C3=CC=CC=C3C(C12)=O)=O (1-nitroanthraquinone), NC1=CC=CC=2C(C3=CC=CC=C3C(C12)=O)=O (1-aminoanthraquinone). Reaction SMILES: [N+:1]([C:4]1[C:17]2[C:16](=[O:18])[C:15]3[C:10](=[CH:11][CH:12]=[CH:13][CH:14]=3)[C:9](=[O:19])[C:8]=2[CH:7]=[CH:6][CH:5]=1)([O-:3])=[O:2].[N+](C1C=CC2C(=O)C3C(=CC=CC=3)C(=O)C=2C=1)([O-])=O.[N+]([C:42]1[CH:55]=[CH:54][C:53]2[C:52](=[O:56])[C:51]3[C:46](=[CH:47][CH:48]=[CH:49][CH:50]=3)[C:45](=[O:57])[C:44]=2[C:43]=1[N+:58]([O-])=O)([O-])=O>>[N+:1]([C:4]1[C:17]2[C:16](=[O:18])[C:15]3[C:10](=[CH:11][CH:12]=[CH:13][CH:14]=3)[C:9](=[O:19])[C:8]=2[CH:7]=[CH:6][CH:5]=1)([O-:3])=[O:2].[NH2:58][C:43]1[C:44]2[C:45](=[O:57])[C:46]3[C:51](=[CH:50][CH:49]=[CH:48][CH:47]=3)[C:52](=[O:56])[C:53]=2[CH:54]=[CH:55][CH:42]=1. Procedure: The nitroanthraquinone used was composed of 69.1% of 1-nitroanthraquinone, 0.7% of 2-nitroanthraquinone and 26.8% of dinitroanthraquinone, and the 1-aminoanthraquinone content in the effluent aminoanthraquinone dry cake was 73.6%. The reduction yield from 1-nitroanthraquinone to 1-aminoanthraquinone was 99.7%. The crystals of the aminoanthraquinones obtained in this and following Examples 2-6 are represented by FIG. 2. They had excellent filterability as tested by a rotary vacuum filter or a pre...